This data is from the Open Reaction Database (ORD), a public repository of structured organic reaction records. The task is: describe an organic reaction: reactants, conditions, products, and yield The reactants are N([C@@H](CCCC)C(=O)O)F (FL-Ahx), Reagent 3, N([C@@H](CCCC)C(=O)O)F (FL-Ahx), P(O)(=O)(OP(=O)(O)OP(=O)(O)O)OC[C@@H]1[C@H]([C@H]([C@@H](O1)N1C=NC=2C(N)=NC=NC12)O)O (ATP), compound, C1CN(CCN1CCO)CCS(=O)(=O)O (HEPES), C(CN(CC(=O)O)CC(=O)O)N(CC(=O)O)CC(=O)O (ethylenediamine tetraacetic acid), [Mg+2].[Cl-].[Cl-] (MgCl2), P(O)(=O)(OP(=O)(O)OP(=O)(O)O)OC[C@@H]1[C@H]([C@H]([C@@H](O1)N1C=NC=2C(N)=NC=NC12)O)O (adenosine triphosphate), N[C@@H](CCSC)C=O (Metal). Conditions: time 90 minute. The product is NC1CN(CCC1C)C1=C(C=O)C=CC=C1Cl (2-(3-amino-4-methylpiperidin-1-yl)-3-chlorobenzaldehyde). Reaction SMILES: N(F)[C@H:2]([C:7]([OH:9])=O)[CH2:3][CH2:4][CH2:5][CH3:6].P(OC[C@H:25]1O[C@@H:28]([N:30]2[C:39]3N=CN=C(N)[C:33]=3[N:32]=[CH:31]2)[C@H:27](O)[C@@H:26]1O)(OP(OP(O)(O)=O)(O)=O)(=O)O.N[C@H](C=O)CCSC.[Mg+2].[Cl-:51].[Cl-].C1N(CCO)CCN(CCS(O)(=O)=O)C1.C(N(CC(O)=O)CC(O)=O)CN(CC(O)=O)CC(O)=O>>[NH2:32][CH:33]1[CH:26]([CH3:25])[CH2:27][CH2:28][N:30]([C:31]2[C:6]([Cl:51])=[CH:5][CH:4]=[CH:3][C:2]=2[CH:7]=[O:9])[CH2:39]1 |f:3.4.5|. Reported procedure: One determines phosphorylation of the FL-Ahx-Bad in the presence and absence of the compound of interest. One preincubates 5u1 of Enzyme/Substrate/adenosine triphosphate (ATP) mix consisting of 2.4 nM PIM1, 3.6 uM FL-Ahx-Bad, and 240 uM ATP in 1.2× buffer with 2 ul of compound for 20 minutes at 25° C. One initiates reactions with 5 ul of Metal mix consisting of 24 mM MgCl2 in 1.2× buffer and incubated at 25° C. for 90 minutes and stops the reactions by addition of 5 ul of Stop mix consisting of ...